This data is from the Open Reaction Database (ORD), a public repository of structured organic reaction records. The task is: describe an organic reaction: reactants, conditions, products, and yield Reactants: O=C([O-])[O-], CC(=O)OC(C)C, CC(=O)OC(C)=O, Cc1ccc(NN)cc1, Cl, [K+], [K+], O. Product: CC(=O)NNc1ccc(C)cc1. RXN SMILES: [C:11](=[O:12])([O-:13])[O-:14].[C:24]([O:25][CH:26]([CH3:27])[CH3:28])(=[O:29])[CH3:30].[CH3:17][C:18](=[O:19])[O:20][C:21](=[O:22])[CH3:23].[CH3:2][c:3]1[cH:4][cH:5][c:6]([NH:9][NH2:10])[cH:7][cH:8]1.[ClH:1].[K+:15].[K+:16].[OH2:31]>>[CH3:2][c:3]1[cH:4][cH:5][c:6]([NH:9][NH:10][C:18]([CH3:17])=[O:19])[cH:7][cH:8]1. The product is COC(=O)c1ccc(N2CCN(C(C)=O)CC2)cc1. The reactants are COC(=O)c1ccc(Br)cc1, CC(=O)N1CCNCC1, Cc1ccccc1, COc1cccc(OC)c1-c1ccccc1P(C1CCCCC1)C1CCCCC1, [K+], [K+], [K+], O=P([O-])([O-])[O-]. RXN SMILES: [Br:10][c:11]1[cH:12][cH:13][c:14]([C:15](=[O:16])[O:17][CH3:18])[cH:19][cH:20]1.[C:1]([CH3:2])(=[O:3])[N:4]1[CH2:5][CH2:6][NH:7][CH2:8][CH2:9]1.[CH3:58][c:59]1[cH:60][cH:61][cH:62][cH:63][cH:64]1.[CH:29]1([P:30]([CH:31]2[CH2:32][CH2:33][CH2:34][CH2:35][CH2:36]2)[c:37]2[cH:38][cH:39][cH:40][cH:41][c:42]2-[c:43]2[c:44]([O:45][CH3:46])[cH:47][cH:48][cH:49][c:50]2[O:51][CH3:52])[CH2:53][CH2:54][CH2:55][CH2:56][CH2:57]1.[K+:26].[K+:27].[K+:28].[P:21]([O-:22])([O-:23])([O-:24])=[O:25]>>[C:1]([CH3:2])(=[O:3])[N:4]1[CH2:5][CH2:6][N:7]([c:11]2[cH:12][cH:13][c:14]([C:15](=[O:16])[O:17][CH3:18])[cH:19][cH:20]2)[CH2:8][CH2:9]1.